The task is: describe an organic reaction: reactants, conditions, products, and yield. This data is from the Open Reaction Database (ORD), a public repository of structured organic reaction records. The reactants are CC(=O)O, CCO, CCOC(=O)Cn1c(C)c(Sc2ccc(Cl)cc2)c2c1CCCC2=NO, [Na+], [OH-], O. Product: Cc1c(Sc2ccc(Cl)cc2)c2c(n1CC(=O)O)CCCC2=NO. RXN SMILES: [CH3:30][C:31](=[O:32])[OH:33].[CH3:34][CH2:35][OH:36].[Cl:4][c:5]1[cH:6][cH:7][c:8]([S:11][c:12]2[c:13]([CH3:29])[n:14]([CH2:23][C:24](=[O:25])[O:26][CH2:27][CH3:28])[c:15]3[c:20]2[C:19](=[N:21][OH:22])[CH2:18][CH2:17][CH2:16]3)[cH:9][cH:10]1.[Na+:2].[OH-:1].[OH2:3]>>[Cl:4][c:5]1[cH:6][cH:7][c:8]([S:11][c:12]2[c:13]([CH3:29])[n:14]([CH2:23][C:24](=[O:25])[OH:26])[c:15]3[c:20]2[C:19](=[N:21][OH:22])[CH2:18][CH2:17][CH2:16]3)[cH:9][cH:10]1. Starting materials: CCO, ClCCl, Cl, O=N[O-], NN, [Na+], O=C1C(=O)c2c(nc3ccccn23)-c2cccc([N+](=O)[O-])c21, O, O, [Pd]. Product: O=C1C(=O)c2c(nc3ccccn23)-c2cccc(Cl)c21. RXN SMILES: [CH3:31][CH2:32][OH:33].[Cl:34][CH2:35][Cl:36].[ClH:30].[N:26]([O-:27])=[O:28].[NH2:24][NH2:25].[Na+:29].[O:1]=[C:2]1[C:3](=[O:22])[c:4]2[c:5]([n:6][c:7]3[n:8]2[cH:9][cH:10][cH:11][cH:12]3)-[c:13]2[cH:14][cH:15][cH:16][c:17]([N+:19]([O-:20])=[O:21])[c:18]21.[OH2:23].[OH2:38].[Pd:37]>>[O:1]=[C:2]1[C:3](=[O:22])[c:4]2[c:5]([n:6][c:7]3[n:8]2[cH:9][cH:10][cH:11][cH:12]3)-[c:13]2[cH:14][cH:15][cH:16][c:17]([Cl:30])[c:18]21. The reactants are CC1=NC(=CC(=N1)N1CCC(CC1)N(C(OCC1=CC=CC=C1)=O)CC)C (benzyl 1-(2,6-dimethylpyrimidin-4-yl)piperidin-4-yl(ethyl)carbamate). Reagents/catalysts: [OH-].[OH-].[Pd+2] (Pd(OH)2). Run in CO (MeOH). Conditions: time 1 hour. Yields the product CC1=NC(=CC(=N1)N1CCC(CC1)NCC)C (1-(2,6-Dimethylpyrimidin-4-yl)-N-ethylpiperidin-4-amine). Isolated yield 66.0%. As a reaction SMILES: [CH3:1][C:2]1[N:7]=[C:6]([N:8]2[CH2:13][CH2:12][CH:11]([N:14]([CH2:25][CH3:26])C(=O)OCC3C=CC=CC=3)[CH2:10][CH2:9]2)[CH:5]=[C:4]([CH3:27])[N:3]=1>CO.[OH-].[OH-].[Pd+2]>[CH3:1][C:2]1[N:7]=[C:6]([N:8]2[CH2:13][CH2:12][CH:11]([NH:14][CH2:25][CH3:26])[CH2:10][CH2:9]2)[CH:5]=[C:4]([CH3:27])[N:3]=1 |f:2.3.4|. Procedure details: A solution of benzyl 1-(2,6-dimethylpyrimidin-4-yl)piperidin-4-yl(ethyl)carbamate (960 mg, 2.6 mmol, 1.0 eq) in MeOH (40 ml) was degassed for 15 minutes with nitrogen; Pd(OH)2 (480 mg) was added and hydrogenation was carried out for 1 hour at RT. After monitoring by TLC, the reaction mixture was filtered off over Celite and washed with MeOH (100 ml) and the filtrate was concentrated under reduced pressure and dried. Yield: 66% (400 mg, 1.709 mmol) C. Single Substance Syntheses General Method for... Reactants: CO, C=COCCONC(=O)c1ccn2cncc2c1Nc1ccc(Br)cc1F. Product: O=C(NOCCO)c1ccn2cncc2c1Nc1ccc(Br)cc1F. Reaction SMILES: [CH3:28][OH:29].[CH:1](=[CH2:2])[O:3][CH2:4][CH2:5][O:6][NH:7][C:8](=[O:9])[c:10]1[c:11]([NH:19][c:20]2[c:21]([F:27])[cH:22][c:23]([Br:26])[cH:24][cH:25]2)[c:12]2[n:13]([cH:14][cH:15]1)[cH:16][n:17][cH:18]2>>[OH:3][CH2:4][CH2:5][O:6][NH:7][C:8](=[O:9])[c:10]1[c:11]([NH:19][c:20]2[c:21]([F:27])[cH:22][c:23]([Br:26])[cH:24][cH:25]2)[c:12]2[n:13]([cH:14][cH:15]1)[cH:16][n:17][cH:18]2. The reactants are C=C(OCC)[Sn](CCCC)(CCCC)CCCC, Cc1nc(Cl)n2nc(-c3ccccc3Cl)c(-c3ccc(Cl)cc3)c2n1, CN(C)C=O, c1ccc(P(c2ccccc2)(c2ccccc2)[Pd](P(c2ccccc2)(c2ccccc2)c2ccccc2)(P(c2ccccc2)(c2ccccc2)c2ccccc2)P(c2ccccc2)(c2ccccc2)c2ccccc2)cc1. The product is C=C(OCC)c1nc(C)nc2c(-c3ccc(Cl)cc3)c(-c3ccccc3Cl)nn12. Reaction SMILES: [CH2:26]([Sn:27]([CH2:28][CH2:29][CH2:30][CH3:36])([C:31](=[CH2:32])[O:33][CH2:34][CH3:35])[CH2:37][CH2:38][CH2:39][CH3:40])[CH2:41][CH2:42][CH3:43].[Cl:1][c:2]1[n:3][c:4]([CH3:25])[n:5][c:6]2[n:7]1[n:8][c:9](-[c:18]1[c:19]([Cl:24])[cH:20][cH:21][cH:22][cH:23]1)[c:10]2-[c:11]1[cH:12][cH:13][c:14]([Cl:17])[cH:15][cH:16]1.[O:44]=[CH:45][N:46]([CH3:47])[CH3:48].[cH:49]1[cH:50][cH:51][c:52]([P:53]([Pd:54]([P:55]([c:56]2[cH:57][cH:58][cH:59][cH:60][cH:61]2)([c:62]2[cH:63][cH:64][cH:65][cH:66][cH:67]2)[c:68]2[cH:69][cH:70][cH:71][cH:72][cH:73]2)([P:74]([c:75]2[cH:76][cH:77][cH:78][cH:79][cH:80]2)([c:81]2[cH:82][cH:83][cH:84][cH:85][cH:86]2)[c:87]2[cH:88][cH:89][cH:90][cH:91][cH:92]2)[P:93]([c:94]2[cH:95][cH:96][cH:97][cH:98][cH:99]2)([c:100]2[cH:101][cH:102][cH:103][cH:104][cH:105]2)[c:106]2[cH:107][cH:108][cH:109][cH:110][cH:111]2)([c:112]2[cH:113][cH:114][cH:115][cH:116][cH:117]2)[c:118]2[cH:119][cH:120][cH:121][cH:122][cH:123]2)[cH:124][cH:125]1>>[c:2]1([C:31](=[CH2:32])[O:33][CH2:34][CH3:35])[n:3][c:4]([CH3:25])[n:5][c:6]2[n:7]1[n:8][c:9](-[c:18]1[c:19]([Cl:24])[cH:20][cH:21][cH:22][cH:23]1)[c:10]2-[c:11]1[cH:12][cH:13][c:14]([Cl:17])[cH:15][cH:16]1. The reactants are CCOC(=O)c1csc(NC(=O)C(CC2CCCC2)c2ccc([N+](=O)[O-])cc2)n1, CO, O=S(=O)(O)O. Product: COC(=O)c1csc(NC(=O)C(CC2CCCC2)c2ccc([N+](=O)[O-])cc2)n1. RXN SMILES: [CH2:1]([CH3:2])[O:3][C:4](=[O:5])[c:6]1[n:7][c:8]([NH:11][C:12]([CH:13]([CH2:14][CH:15]2[CH2:16][CH2:17][CH2:18][CH2:19]2)[c:20]2[cH:21][cH:22][c:23]([N+:26](=[O:27])[O-:28])[cH:24][cH:25]2)=[O:29])[s:9][cH:10]1.[CH3:35][OH:36].[S:30](=[O:31])(=[O:32])([OH:33])[OH:34]>>[CH3:1][O:3][C:4](=[O:5])[c:6]1[n:7][c:8]([NH:11][C:12]([CH:13]([CH2:14][CH:15]2[CH2:16][CH2:17][CH2:18][CH2:19]2)[c:20]2[cH:21][cH:22][c:23]([N+:26](=[O:27])[O-:28])[cH:24][cH:25]2)=[O:29])[s:9][cH:10]1. Starting materials: Cc1ccccc1, COc1ccc2[nH]c(NC(Cc3ccc(OCCCC(=O)NC4=NCCCN4)cc3)C(=O)OC(C)(C)C)nc2c1, ClCCl, O=C(O)C(F)(F)F. Yields the product COc1ccc2[nH]c(NC(Cc3ccc(OCCCC(=O)NC4=NCCCN4)cc3)C(=O)O)nc2c1. RXN SMILES: [CH3:48][c:49]1[cH:50][cH:51][cH:52][cH:53][cH:54]1.[CH3:8][O:9][c:10]1[cH:11][c:12]2[c:13]([nH:14][c:15]([NH:17][CH:18]([CH2:19][c:20]3[cH:21][cH:22][c:23]([O:26][CH2:27][CH2:28][CH2:29][C:30]([NH:31][C:32]4=[N:37][CH2:36][CH2:35][CH2:34][NH:33]4)=[O:38])[cH:24][cH:25]3)[C:39](=[O:40])[O:41][C:42]([CH3:43])([CH3:44])[CH3:45])[n:16]2)[cH:46][cH:47]1.[Cl:55][CH2:56][Cl:57].[OH:1][C:2]([C:3]([F:4])([F:5])[F:6])=[O:7]>>[CH3:8][O:9][c:10]1[cH:11][c:12]2[c:13]([nH:14][c:15]([NH:17][CH:18]([CH2:19][c:20]3[cH:21][cH:22][c:23]([O:26][CH2:27][CH2:28][CH2:29][C:30]([NH:31][C:32]4=[N:37][CH2:36][CH2:35][CH2:34][NH:33]4)=[O:38])[cH:24][cH:25]3)[C:39](=[O:40])[OH:41])[n:16]2)[cH:46][cH:47]1. Reactants: C(C(=O)Cl)(=O)Cl (oxalyl chloride), [Na] (sodium), CC1(OCC(O1)(C(=O)[O-])C)C.[Na+] (Sodium 2,2,4-trimethyl-1,3-dioxolane-4-carboxylate), C(=O)(O)[O-].[Na+] (NaHCO3), C(#N)C1=C(C=C(N)C=C1)C(F)(F)F (4-cyano-3-trifluoromethylaniline). Run in C(C)(=O)OCC.CCCCCCC (ethyl acetate heptane), O1CCCC1 (tetrahydrofuran), C(C)N(CC)CC (triethyl amine), CC(=O)N(C)C (dimethylacetamide), CC(=O)N(C)C (dimethylacetamide). Conditions: temperature -10 celsius, time 30 minute. Yields the product C(#N)C1=C(C=C(C=C1)NC(=O)C1(OC(OC1)(C)C)C)C(F)(F)F (N-[4-cyano-3-(trifluoromethyl)phenyl]-2,2,4-trimethyl-1,3-dioxolane-4-carboxamide). Yield: 51.0%. As a reaction SMILES: C(Cl)(=O)C(Cl)=O.[Na].[CH3:8][C:9]1([CH3:18])[O:13][C:12]([CH3:17])([C:14]([O-:16])=O)[CH2:11][O:10]1.[Na+].[C:20]([C:22]1[CH:28]=[CH:27][C:25]([NH2:26])=[CH:24][C:23]=1[C:29]([F:32])([F:31])[F:30])#[N:21].C([O-])(O)=O.[Na+]>O1CCCC1.C(N(CC)CC)C.CC(N(C)C)=O.C(OCC)(=O)C.CCCCCCC>[C:20]([C:22]1[CH:28]=[CH:27][C:25]([NH:26][C:14]([C:12]2([CH3:17])[CH2:11][O:10][C:9]([CH3:8])([CH3:18])[O:13]2)=[O:16])=[CH:24][C:23]=1[C:29]([F:30])([F:31])[F:32])#[N:21] |f:2.3,5.6,10.11,^1:6|. Procedure details: In a 50 ml 3-necked flask, equipped with a magnetic stirrer, under nitrogen at −20° C., 0.3 ml of oxalyl chloride in 1 ml of tetrahydrofuran was added slowly to 0.364 g of the sodium salt of the Example 5 (compound (8), R═Na) in a mixture of 0.5 ml of triethyl amine in 5 ml of dimethylacetamide. The resulting mixture was stirred for 30 minutes at −10° C. Then, a solution of 0.372 g of 4-cyano-3-trifluoromethylaniline in 2 ml of dimethylacetamide was added dropwise and slowly. The conversion was ... The product is BrC=1C=CC(=NC1)N1CCN(CC1)S(=O)(=O)CC (5-Bromo-2-(4-ethanesulfonylpiperazin-1-yl)pyridine). As a reaction SMILES: Br[C:2]1[CH:7]=[CH:6][C:5]([Br:8])=[CH:4][N:3]=1.[CH2:9]([S:11]([N:14]1[CH2:19][CH2:18][NH:17][CH2:16][CH2:15]1)(=[O:13])=[O:12])[CH3:10].C(N(C(C)C)CC)(C)C.O>CC(N(C)C)=O>[Br:8][C:5]1[CH:6]=[CH:7][C:2]([N:17]2[CH2:16][CH2:15][N:14]([S:11]([CH2:9][CH3:10])(=[O:12])=[O:13])[CH2:19][CH2:18]2)=[N:3][CH:4]=1. Solvent: CC(=O)N(C)C (dimethylacetamide). Reported procedure: 2,5-Dibromopyridine (1 g) was heated in dimethylacetamide (2.5 ml) with ethanesulfonylpiperazine (0.752 g) and diisopropylethylamine (1.84 ml) at 120° C. for 18 h. After cooling, the reaction mixture was poured into water (30 ml) and the precipitated solid was collected by filtration. The product was purified by column chromatography eluting with dichloromethane (0.50 g). Reactants: BrC1=NC=C(C=C1)Br (2,5-Dibromopyridine), C(C)S(=O)(=O)N1CCNCC1 (ethanesulfonylpiperazine), C(C)(C)N(CC)C(C)C (diisopropylethylamine), O (water). Starting materials: C(C1=CC=CC=C1)(=O)Cl (Benzoyl chloride), ice, O[C@@H]1[C@]2(O[C@H]([C@@H]1OC2)N2C1=NC=NC(=C1N=C2)N)CO ((1S,3R,4R,7S)-7-Hydroxy-1-hydroxymethyl-3-(adenin-9-yl)-2,5-dioxabicyclo[2.2.1]-heptane), C[Si](C)(C)Cl (trimethylsilyl chloride), N (ammonia). Solvent: N1=CC=CC=C1 (pyridine). Conditions: time 20 minute. Product: O[C@@H]1[C@]2(O[C@H]([C@@H]1OC2)N2C1=NC=NC(=C1N=C2)NC(C2=CC=CC=C2)=O)CO ((1S,3R,4R,7S)-7-Hydroxy-1-hydroxymethyl-3-(6-N-benzoyladenin-9-yl)-2,5-dioxabicyclo[2.2.1]heptane), material. As a reaction SMILES: [OH:1][C@H:2]1[C@H:6]2[O:7][CH2:8][C@:3]1([CH2:19][OH:20])[O:4][C@H:5]2[N:9]1[CH:17]=[N:16][C:15]2[C:10]1=[N:11][CH:12]=[N:13][C:14]=2[NH2:18].C[Si](Cl)(C)C.[C:26](Cl)(=[O:33])[C:27]1[CH:32]=[CH:31][CH:30]=[CH:29][CH:28]=1.N>N1C=CC=CC=1>[OH:1][C@H:2]1[C@H:6]2[O:7][CH2:8][C@:3]1([CH2:19][OH:20])[O:4][C@H:5]2[N:9]1[CH:17]=[N:16][C:15]2[C:10]1=[N:11][CH:12]=[N:13][C:14]=2[NH:18][C:26](=[O:33])[C:27]1[CH:32]=[CH:31][CH:30]=[CH:29][CH:28]=1. Procedure: To a stirred solution of nucleoside 61A (0.32 g, 1.15 mmol) in anhydrous pyridine (1 cm3) was added trimethylsilyl chloride (0.73 cm3, 5.73 mmol) and the mixture was stirred at room temperature for 20 min. Benzoyl chloride (0.67 cm3, 5.73 mmol) was added at 0° C., and the reaction mixture was stirred at room temperature for 2 h. The reaction mixture was cooled to 0° C. and ice-cold water (15.0 cm3) was added. After stirring for 5 min, a 32% (w/w) aqueous solution of ammonia (1.5 cm3) was added a...